Dataset: the Open Reaction Database (ORD), a public repository of structured organic reaction records. Task: describe an organic reaction: reactants, conditions, products, and yield The reactants are C1(=CC=CC=C1)COC(=O)N[C@@H]1C(NC1)=O ((S)-3-[[(Phenylmethoxy)carbonyl]amino]-2-azetidinone), ClS(=O)(=O)N=C=O (chlorosulfonyl isocyanate), C[Si](NC(CCl)=O)(C)C (N-(Trimethylsilyl)chloroacetamide). Run in C(C)(=O)OCC (ethyl acetate). Run at temperature -50 celsius. Product: ClCC(=O)NS(=O)(=O)NC(=O)N1C(C(C1)NC(OCC1=CC=CC=C1)=O)=O ([1-[[[[(Chloroacetyl)amino]sulfonyl]amino]carbonyl]-2-oxo-3-azetidinyl]carbamic acid, phenylmethyl ester). Yield: 46.6%. Reaction SMILES: [C:1]1([CH2:7][O:8][C:9]([NH:11][C@H:12]2[CH2:15][NH:14][C:13]2=[O:16])=[O:10])[CH:6]=[CH:5][CH:4]=[CH:3][CH:2]=1.Cl[S:18]([N:21]=[C:22]=[O:23])(=[O:20])=[O:19].C[Si](C)(C)[NH:26][C:27](=[O:30])[CH2:28][Cl:29]>C(OCC)(=O)C>[Cl:29][CH2:28][C:27]([NH:26][S:18]([NH:21][C:22]([N:14]1[CH2:15][CH:12]([NH:11][C:9](=[O:10])[O:8][CH2:7][C:1]2[CH:6]=[CH:5][CH:4]=[CH:3][CH:2]=2)[C:13]1=[O:16])=[O:23])(=[O:20])=[O:19])=[O:30]. Reported procedure: (S)-3-[[(Phenylmethoxy)carbonyl]amino]-2-azetidinone (4.4 g) was suspended in 150 ml of dry ethyl acetate. The mixture was cooled to -50° C. and 3.3 g of chlorosulfonyl isocyanate was added with stirring; stirring was continued without cooling until the temperature reached 0° C. N-(Trimethylsilyl)chloroacetamide (6.0 g) was added and the solution was stirred overnight. The insoluble material was filtered off and the filtrate washed with water. The organic layer was extracted twice with saturated... Reactants: Cl.C1(CC1)C(=N)C1CC1 (dicyclopropylmethanimine hydrochloride), Cl(=O)(=O)(=O)[O-].[NH4+] (ammonium perchlorate). Run in CS(=O)C (dimethyl sulfoxide). Conditions: temperature 100 celsius, time 6 hour. Product: Cl(=O)(=O)(=O)[O-].[N+]1=2CCCC2CCC1 (1-Azoniabicyclo[3.3.0]oct-1(5)-ene perchlorate). Yield: 400.4%. RXN SMILES: Cl.[CH:2]1([C:5]([CH:7]2[CH2:9][CH2:8]2)=[NH:6])[CH2:4][CH2:3]1.[Cl:10]([O-:14])(=[O:13])(=[O:12])=[O:11].[NH4+]>CS(C)=O>[Cl:10]([O-:14])(=[O:13])(=[O:12])=[O:11].[N+:6]12[CH2:9][CH2:8][CH2:7][C:5]=1[CH2:2][CH2:3][CH2:4]2 |f:0.1,2.3,5.6|. Procedure details: To a solution of dicyclopropylmethanimine hydrochloride (1.00 g, 6.87 mmol) in 6.0 ml of dimethyl sulfoxide was added 1.68 g (1.37 mmol) of ammonium perchlorate. The mixture was heated with stirring at 100° C. for 6 hours. The solvent was distilled out in vacuo and isobutyl alcohol (6 ml) was added to the residue. Precipitated crystals was obtained and recrystallized from ethanol to afford 1.15 g (Yield: 80%) of the desired compound.